This data is from the Open Reaction Database (ORD), a public repository of structured organic reaction records. The task is: describe an organic reaction: reactants, conditions, products, and yield The reactants are C1CCOC1, CO, CC(C)(O)c1ncc(-c2cc([N+](=O)[O-])c(N)c(C3CCCO3)c2F)cn1. The product is CC(C)(O)c1ncc(-c2cc(N)c(N)c(C3CCCO3)c2F)cn1. RXN SMILES: [CH2:29]1[O:30][CH2:31][CH2:32][CH2:33]1.[CH3:1][OH:2].[NH2:3][c:4]1[c:5]([CH:24]2[O:25][CH2:26][CH2:27][CH2:28]2)[c:6]([F:23])[c:7](-[c:13]2[cH:14][n:15][c:16]([C:19]([CH3:20])([CH3:21])[OH:22])[n:17][cH:18]2)[cH:8][c:9]1[N+:10]([O-:11])=[O:12]>>[NH2:3][c:4]1[c:5]([CH:24]2[O:25][CH2:26][CH2:27][CH2:28]2)[c:6]([F:23])[c:7](-[c:13]2[cH:14][n:15][c:16]([C:19]([CH3:20])([CH3:21])[OH:22])[n:17][cH:18]2)[cH:8][c:9]1[NH2:10]. The product is C(C=C)O[C@@H]1C[C@@H](C2=CC(=CC=C12)OC(C)C)NC[C@H]([C@H](CC(C)C)NC(CCCC=C)=O)O[Si](C)(C)C(C)(C)C (N-((2R,3S)-1-((1S,3R)-3-(allyloxy)-6-isopropoxy-2,3-dihydro-1H-inden-1-ylamino)-2-(tert-butyldimethylsilyloxy)-5-methylhexan-3-yl)hex-5-enamide). The reactants are C(C=C)O[C@@H]1C[C@@H](C2=CC(=CC=C12)Br)NC[C@H]([C@H](CC1=CC(=CC(=C1)F)F)N)O ((2R,3S)-1-((1S,3R)-3-(Allyloxy)-6-bromo-2,3-dihydro-1H-inden-1-ylamino)-3-amino-4-(3,5-difluorophenyl)butan-2-ol), C(C=C)O[C@@H]1C[C@@H](C2=CC(=CC=C12)Br)NC[C@H]([C@H](CC1=CC(=CC(=C1)F)F)N)O ((2R,3S)-1-((1S,3R)-3-(Allyloxy)-6-bromo-2,3-dihydro-1H-inden-1-ylamino)-3-amino-4-(3,5-difluorophenyl)butan-2-ol), C(CCCC=C)(=O)O (Hex-5-enoic acid), C(C=C)O[C@@H]1C[C@@H](C2=CC(=CC=C12)OC(C)C)NC[C@H]([C@H](CC(C)C)N)O[Si](C)(C)C(C)(C)C ((2R,3S)-N1-((1S,3R)-3-(allyloxy)-6-isopropoxy-2,3-dihydro-1H-inden-1-yl)-2-(tert-butyldimethylsilyloxy)-5-methylhexane-1,3-diamine). RXN SMILES: C(O[C@H]1C2C(=CC(Br)=CC=2)[C@@H](NC[C@@H](O)[C@@H](N)CC2C=C(F)C=C(F)C=2)C1)C=C.[C:30]([OH:37])(=O)[CH2:31][CH2:32][CH2:33][CH:34]=[CH2:35].[CH2:38]([O:41][C@H:42]1[C:50]2[C:45](=[CH:46][C:47]([O:51][CH:52]([CH3:54])[CH3:53])=[CH:48][CH:49]=2)[C@@H:44]([NH:55][CH2:56][C@@H:57]([O:64][Si:65]([C:68]([CH3:71])([CH3:70])[CH3:69])([CH3:67])[CH3:66])[C@@H:58]([NH2:63])[CH2:59][CH:60]([CH3:62])[CH3:61])[CH2:43]1)[CH:39]=[CH2:40]>>[CH2:38]([O:41][C@H:42]1[C:50]2[C:45](=[CH:46][C:47]([O:51][CH:52]([CH3:54])[CH3:53])=[CH:48][CH:49]=2)[C@@H:44]([NH:55][CH2:56][C@@H:57]([O:64][Si:65]([C:68]([CH3:71])([CH3:70])[CH3:69])([CH3:66])[CH3:67])[C@@H:58]([NH:63][C:30](=[O:37])[CH2:31][CH2:32][CH2:33][CH:34]=[CH2:35])[CH2:59][CH:60]([CH3:61])[CH3:62])[CH2:43]1)[CH:39]=[CH2:40]. Procedure: Step EQ (1): Hex-5-enoic acid (240 mg, 2.1 mmol) and (2R,3S)-N1-((1S,3R)-3-(allyloxy)-6-isopropoxy-2,3-dihydro-1H-inden-1-yl)-2-(tert-butyldimethylsilyloxy)-5-methylhexane-1,3-diamine (1.1 g, 2.2 mmol, from Preparation BH) were coupled using a procedure analogous to Step CA (1) to afford N-((2R,3S)-1-((1S,3R)-3-(allyloxy)-6-isopropoxy-2,3-dihydro-1H-inden-1-ylamino)-2-(tert-butyldimethylsilyloxy)-5-methylhexan-3-yl)hex-5-enamide. LC-MS (M+H)+=587.47. Starting materials: OC(CC(=O)OCC)C (ethyl 3-hydroxybutyrate), N(=[N+]=[N-])CC(CC(=O)OCC)O (ethyl 4-azido-3-hydroxybutyrate). Run at time 1 hour. Product: N(=[N+]=[N-])C[C@H](CC(=O)OCC)O (ethyl (S)-4-azido-3-hydroxybutyrate). Isolated yield 80.2%. Reaction SMILES: OC(C)CC(OCC)=O.[N:10]([CH2:13][CH:14]([OH:21])[CH2:15][C:16]([O:18][CH2:19][CH3:20])=[O:17])=[N+:11]=[N-:12]>>[N:10]([CH2:13][C@@H:14]([OH:21])[CH2:15][C:16]([O:18][CH2:19][CH3:20])=[O:17])=[N+:11]=[N-:12]. Procedure details: Instead of ethyl 3-hydroxybutyrate used in Example 1, ethyl 4-azido-3-hydroxybutyrate was used. The reaction was carried out for 1 hour and ethyl (S)-4-azido-3-hydroxybutyrate (80.2% e.e) was obtained at 83.5% conversion.